Task: describe an organic reaction: reactants, conditions, products, and yield. Dataset: the Open Reaction Database (ORD), a public repository of structured organic reaction records Starting materials: N#CCC(N)=O, C1CCNCC1, CCO, O=Cc1cc(F)ccc1[N+](=O)[O-]. Product: N#CC(=Cc1cc(F)ccc1[N+](=O)[O-])C(N)=O. Reaction SMILES: [C:13](#[N:14])[CH2:15][C:16](=[O:17])[NH2:18].[CH2:19]1[CH2:20][CH2:21][NH:22][CH2:23][CH2:24]1.[CH3:25][CH2:26][OH:27].[F:1][c:2]1[cH:3][c:4]([CH:5]=[O:6])[c:7]([N+:10](=[O:11])[O-:12])[cH:8][cH:9]1>>[F:1][c:2]1[cH:3][c:4]([CH:5]=[C:15]([C:13]#[N:14])[C:16](=[O:17])[NH2:18])[c:7]([N+:10](=[O:11])[O-:12])[cH:8][cH:9]1.